This data is from the Open Reaction Database (ORD), a public repository of structured organic reaction records. The task is: describe an organic reaction: reactants, conditions, products, and yield The product is COC(=O)N1CCC(NC(=O)c2[nH]c(C)c(Cl)c2Cl)C(C)C1. Reactants: ClCCCl, CN1CCOCC1, Cc1[nH]c(C(=O)O)c(Cl)c1Cl, ClCCl, Cl, COC(=O)N1CCC(N)C(C)C1, On1nnc2ccccc21. As a reaction SMILES: [CH2:41]([Cl:42])[CH2:43][Cl:44].[CH3:34][N:35]1[CH2:36][CH2:37][O:38][CH2:39][CH2:40]1.[Cl:1][c:2]1[c:3]([C:9](=[O:10])[OH:11])[nH:4][c:5]([CH3:8])[c:6]1[Cl:7].[Cl:46][CH2:47][Cl:48].[ClH:45].[NH2:12][CH:13]1[CH:14]([CH3:23])[CH2:15][N:16]([C:19](=[O:20])[O:21][CH3:22])[CH2:17][CH2:18]1.[OH:24][n:25]1[c:26]2[c:27]([cH:28][cH:29][cH:30][cH:31]2)[n:32][n:33]1>>[Cl:1][c:2]1[c:3]([C:9](=[O:11])[NH:12][CH:13]2[CH:14]([CH3:23])[CH2:15][N:16]([C:19](=[O:20])[O:21][CH3:22])[CH2:17][CH2:18]2)[nH:4][c:5]([CH3:8])[c:6]1[Cl:7]. Starting materials: [H-].[H-].[H-].[H-].[Li+].[Al+3] (LiAlH4), [O-]S(=O)(=O)[O-].[Na+].[Na+] (Na2SO4), COC=1C=C(C=CC1OC)CC(CCC1(CCC2=CC=C(C=C2)OC)OCCO1)[N+](=O)[O-] (1-(3,4-dimethoxyphenyl)-5,5-ethylenedioxy-7-(4-methoxyphenyl)-2-nitroheptane), [H-].[H-].[H-].[H-].[Li+].[Al+3] (LiAlH4). Run in C1CCOC1 (THF), O1CCCC1 (tetrahydrofuran). Yields the product NC(CC1=CC(=C(C=C1)OC)OC)CCC1(CCC2=CC=C(C=C2)OC)OCCO1 (2-Amino-1-(3,4-dimethoxyphenyl)-5,5-ethylenedioxy-7-(4-methoxyphenyl)heptane). As a reaction SMILES: [H-].[H-].[H-].[H-].[Li+].[Al+3].[CH3:7][O:8][C:9]1[CH:10]=[C:11]([CH2:17][CH:18]([N+:36]([O-])=O)[CH2:19][CH2:20][C:21]2([O:35][CH2:34][CH2:33][O:32]2)[CH2:22][CH2:23][C:24]2[CH:29]=[CH:28][C:27]([O:30][CH3:31])=[CH:26][CH:25]=2)[CH:12]=[CH:13][C:14]=1[O:15][CH3:16].[O-]S([O-])(=O)=O.[Na+].[Na+]>C1COCC1>[NH2:36][CH:18]([CH2:19][CH2:20][C:21]1([O:32][CH2:33][CH2:34][O:35]1)[CH2:22][CH2:23][C:24]1[CH:25]=[CH:26][C:27]([O:30][CH3:31])=[CH:28][CH:29]=1)[CH2:17][C:11]1[CH:12]=[CH:13][C:14]([O:15][CH3:16])=[C:9]([O:8][CH3:7])[CH:10]=1 |f:0.1.2.3.4.5,7.8.9|. Reported procedure: To a suspension of 6.6 g. (0.174 mole) of LiAlH4 in 200 ml. of dry tetrahydrofuran was added dropwise a solution of 25 g. (0.058 mole) of 1-(3,4-dimethoxyphenyl)-5,5-ethylenedioxy-7-(4-methoxyphenyl)-2-nitroheptane in 100 ml. of dry THF at room temperature at such a rate as to control reflux of reaction solution. After addition of substrate was completed, the reaction mixture was refluxed under N2 for 2 hours, and cooled to ice bath temperature. The excess LiAlH4 was decomposed with saturated Na... As a reaction SMILES: [Br:31][CH2:32][C:33](=[O:34])[c:35]1[cH:36][cH:37][cH:38][cH:39][cH:40]1.[CH2:1]([CH3:2])[O:3][C:4](=[O:5])[c:6]1[c:7](=[O:30])[nH:8][c:9]2[n:10][cH:11][c:12]([Cl:29])[cH:13][c:14]2[c:15]1[N:16]1[CH2:17][CH2:18][N:19]([C:22](=[O:23])[c:24]2[s:25][cH:26][cH:27][cH:28]2)[CH2:20][CH2:21]1>>[CH2:1]([CH3:2])[O:3][C:4](=[O:5])[c:6]1[c:7](=[O:30])[n:8]([CH2:32][C:33](=[O:34])[c:35]2[cH:36][cH:37][cH:38][cH:39][cH:40]2)[c:9]2[n:10][cH:11][c:12]([Cl:29])[cH:13][c:14]2[c:15]1[N:16]1[CH2:17][CH2:18][N:19]([C:22](=[O:23])[c:24]2[s:25][cH:26][cH:27][cH:28]2)[CH2:20][CH2:21]1. Product: CCOC(=O)c1c(N2CCN(C(=O)c3cccs3)CC2)c2cc(Cl)cnc2n(CC(=O)c2ccccc2)c1=O. Reactants: O=C(CBr)c1ccccc1, CCOC(=O)c1c(N2CCN(C(=O)c3cccs3)CC2)c2cc(Cl)cnc2[nH]c1=O. Reactants: O=S1(CCN(CC2=C1C=CC=C2)C2=NC1=CC=C(C=C1C(=C2)CCC(=O)OCC)CC)=O (ethyl 3-[2-(1,1-dioxido-2,3-dihydro-1,4-benzothiazepin-4(5H)-yl)-6-ethylquinolin-4-yl]propanoate), ClC1=CC(=NC2=CC=C(C=C12)CC)N1CCS(C2=C(C1)C=CC=C2)(=O)=O (4-(4-chloro-6-ethylquinolin-2-yl)-2,3,4,5-tetrahydro-1,4-benzothiazepine 1,1-dioxide), C(C=C)#N (acrylonitrile). Yields the product O=S1(CCN(CC2=C1C=CC=C2)C2=NC1=CC=C(C=C1C(=C2)CCC#N)C)=O (3-[2-(1,1-Dioxido-2,3-dihydro-1,4-benzothiazepin-4(5H)-yl)-6-methylquinolin-4-yl]-propionitrile). Reaction SMILES: [O:1]=[S:2]1(=[O:32])[C:8]2[CH:9]=[CH:10][CH:11]=[CH:12][C:7]=2[CH2:6][N:5]([C:13]2[CH:22]=[C:21]([CH2:23][CH2:24][C:25](OCC)=O)[C:20]3[C:15](=[CH:16][CH:17]=[C:18]([CH2:30]C)[CH:19]=3)[N:14]=2)[CH2:4][CH2:3]1.ClC1C2C(=CC=C(CC)C=2)[N:37]=C(N2CC3C=CC=CC=3S(=O)(=O)CC2)C=1.C(#N)C=C>>[O:32]=[S:2]1(=[O:1])[C:8]2[CH:9]=[CH:10][CH:11]=[CH:12][C:7]=2[CH2:6][N:5]([C:13]2[CH:22]=[C:21]([CH2:23][CH2:24][C:25]#[N:37])[C:20]3[C:15](=[CH:16][CH:17]=[C:18]([CH3:30])[CH:19]=3)[N:14]=2)[CH2:4][CH2:3]1. Procedure details: The title compound was prepared in analogy to ethyl 3-[2-(1,1-dioxido-2,3-dihydro-1,4-benzothiazepin-4(5H)-yl)-6-ethylquinolin-4-yl]propanoate in Example 95 in Scheme 46 by using 4-(4-chloro-6-ethylquinolin-2-yl)-2,3,4,5-tetrahydro-1,4-benzothiazepine 1,1-dioxide and acrylonitrile.